This data is from the Open Reaction Database (ORD), a public repository of structured organic reaction records. The task is: describe an organic reaction: reactants, conditions, products, and yield Reactants: ClC=1N=NC(=CC1N1CCOCC1)Cl (4-(3,6-dichloropyridazin-4-yl)morpholine), O.NN (hydrazine hydrate). The solvent is O1CCOCC1 (1,4-dioxane), O1CCOCC1 (1,4-dioxane). Product: ClC1=C(C=C(N=N1)NN)N1CCOCC1 (6-chloro-5-(morpholin-4-yl)pyridazin-3-ylhydrazine). The yield is 73.6%. As a reaction SMILES: [Cl:1][C:2]1[N:3]=[N:4][C:5](Cl)=[CH:6][C:7]=1[N:8]1[CH2:13][CH2:12][O:11][CH2:10][CH2:9]1.O.[NH2:16][NH2:17]>O1CCOCC1>[Cl:1][C:2]1[N:3]=[N:4][C:5]([NH:16][NH2:17])=[CH:6][C:7]=1[N:8]1[CH2:13][CH2:12][O:11][CH2:10][CH2:9]1 |f:1.2|. Procedure: A mixture of 4-(3,6-dichloropyridazin-4-yl)morpholine (5 g, 21.3 mmol) and hydrazine hydrate (7.0 ml, 141 mmol) in 1,4-dioxane (100 ml) was stirred and heated at reflux for 20 hours. Upon cooling the 1,4-dioxane was removed in vacuo. The residue was then partitioned between dichloromethane and saturated aqueous sodium hydrogen carbonate. The aqueous layer was further extracted with dichloromethane (×2). The combined organic extracts were dried (Na2SO4), filtered and evaporated. The residue was p... The reactants are CC(=CCO)c1ccc(Br)cc1, CC(C)(C)[Si](C)(C)Cl, c1c[nH]cn1. The product is CC(=CCO[Si](C)(C)C(C)(C)C)c1ccc(Br)cc1. Reaction SMILES: [Br:1][c:2]1[cH:3][cH:4][c:5]([C:8](=[CH:9][CH2:10][OH:11])[CH3:12])[cH:6][cH:7]1.[C:18]([CH3:19])([CH3:20])([CH3:21])[Si:22]([CH3:23])([CH3:24])[Cl:25].[nH:13]1[cH:14][cH:15][n:16][cH:17]1>>[Br:1][c:2]1[cH:3][cH:4][c:5]([C:8](=[CH:9][CH2:10][O:11][Si:22]([C:18]([CH3:19])([CH3:20])[CH3:21])([CH3:23])[CH3:24])[CH3:12])[cH:6][cH:7]1. Reactants: [H-].C(C(C)C)[Al+]CC(C)C (diisobutylaluminum hydride), COC(C1=CN=C(C(=C1)C)N1C[C@H](N(CC1)C1=NC(=NC(=C1)C1=CC=C(C=C1)F)N1C(CCC1)C)C)=O (6-{4-[6-(4-fluoro-phenyl)-2-(2-methyl-pyrrolidin-1-yl)-pyrimidin-4-yl]-3-(R)-methyl-piperazin-1-yl}-5-methyl-nicotinic acid methyl ester), Na2SO4.10H2O. Solvent: C(Cl)Cl (DCM). Reaction conditions: temperature -78 celsius. Yields the product FC1=CC=C(C=C1)C1=CC(=NC(=N1)N1C(CCC1)C)N1[C@@H](CN(CC1)C1=C(C=C(C=N1)CO)C)C ((6-{4-[6-(4-Fluoro-phenyl)-2-(2-methyl-pyrrolidin-1-yl)-pyrimidin-4-yl]-3-(R)-methyl-piperazin-1-yl}-5-methyl-pyridin-3-yl)-methanol). As a reaction SMILES: C[O:2][C:3](=O)[C:4]1[CH:9]=[C:8]([CH3:10])[C:7]([N:11]2[CH2:16][CH2:15][N:14]([C:17]3[CH:22]=[C:21]([C:23]4[CH:28]=[CH:27][C:26]([F:29])=[CH:25][CH:24]=4)[N:20]=[C:19]([N:30]4[CH2:34][CH2:33][CH2:32][CH:31]4[CH3:35])[N:18]=3)[C@H:13]([CH3:36])[CH2:12]2)=[N:6][CH:5]=1.[H-].C([Al+]CC(C)C)C(C)C>C(Cl)Cl>[F:29][C:26]1[CH:25]=[CH:24][C:23]([C:21]2[N:20]=[C:19]([N:30]3[CH2:34][CH2:33][CH2:32][CH:31]3[CH3:35])[N:18]=[C:17]([N:14]3[CH2:15][CH2:16][N:11]([C:7]4[N:6]=[CH:5][C:4]([CH2:3][OH:2])=[CH:9][C:8]=4[CH3:10])[CH2:12][C@H:13]3[CH3:36])[CH:22]=2)=[CH:28][CH:27]=1 |f:1.2|. Procedure: Dissolve 6-{4-[6-(4-fluoro-phenyl)-2-(2-methyl-pyrrolidin-1-yl)-pyrimidin-4-yl]-3-(R)-methyl-piperazin-1-yl}-5-methyl-nicotinic acid methyl ester (78 mg, 0.155 mmol) in DCM and cool to −78° C. using a dry ice/acetone bath. Add diisobutylaluminum hydride (0.619 mL, 1M in hexanes) dropwise and continue stirring for 1 h at −78° C. Add excess Na2SO4.10H2O and stir at −78° C. for 5 min and then remove the cooling bath and allow to come to room temperature. Filter the mixture through celite washing wi... Starting materials: C(C)(C)(C)OC(=O)N1CCC2=C(N(N=C2CC1)C1CCCCC1)OS(=O)(=O)C(F)(F)F (2-cyclohexyl-3-trifluoromethanesulfonyloxy-4,5,7,8-tetrahydro-2H-1,2,6-triaza-azulene-6-carboxylic acid tert-butyl ester), C(#N)C1=CC=C(C=C1)B(O)O (4-cyanophenylboronic acid). The product is C1(CCCCC1)N1N=C2CCNCCC2=C1C1=CC=C(C#N)C=C1 (4-(2-Cyclohexyl-2,4,5,6,7,8-hexahydro-1,2,6-triaza-azulen-3-yl)-benzonitrile). Yield: 96.9%. RXN SMILES: C(OC([N:8]1[CH2:17][CH2:16][C:15]2[C:11](=[C:12](OS(C(F)(F)F)(=O)=O)[N:13]([CH:18]3[CH2:23][CH2:22][CH2:21][CH2:20][CH2:19]3)[N:14]=2)[CH2:10][CH2:9]1)=O)(C)(C)C.[C:32]([C:34]1[CH:39]=[CH:38][C:37](B(O)O)=[CH:36][CH:35]=1)#[N:33]>>[CH:18]1([N:13]2[C:12]([C:37]3[CH:38]=[CH:39][C:34]([C:32]#[N:33])=[CH:35][CH:36]=3)=[C:11]3[C:15]([CH2:16][CH2:17][NH:8][CH2:9][CH2:10]3)=[N:14]2)[CH2:19][CH2:20][CH2:21][CH2:22][CH2:23]1. Reported procedure: The title compound (135.4 mg) was prepared as in Example 177, Steps C and D, using 203.8 mg of 2-cyclohexyl-3-trifluoromethanesulfonyloxy-4,5,7,8-tetrahydro-2H-1,2,6-triaza-azulene-6-carboxylic acid tert-butyl ester (Example 177, Step B) and 198 mg of 4-cyanophenylboronic acid. MS (ESI): exact mass calculated for C20H24N4, 320.43. found, m/z 321.5 [M+H]+. 1H NMR (500 MHz, CD3OD): 7.93 (d, J=8.5 Hz, 2H), 7.53 (d, J=8.5 Hz, 2H), 3.92-3.84 (m, 1H), 3.43-3.38 (m, 2H), 3.19-3.15 (m, 2H), 2.80-2.75 (m... Reactants: O=C([O-])O, Cc1cccc2[nH]ccc12, CC(=O)O, [Na+], O, COC(=O)c1c(-c2nc3ccccn3c2CO)ccc2ccccc12. Product: COC(=O)c1c(-c2nc3ccccn3c2Cc2c[nH]c3cccc(C)c23)ccc2ccccc12. Reaction SMILES: [C:37](=[O:38])([O-:39])[OH:40].[CH3:26][c:27]1[c:28]2[cH:29][cH:30][nH:31][c:32]2[cH:33][cH:34][cH:35]1.[CH3:42][C:43](=[O:44])[OH:45].[Na+:41].[OH2:36].[OH:1][CH2:2][c:3]1[c:4](-[c:12]2[c:13]([C:22](=[O:23])[O:24][CH3:25])[c:14]3[cH:15][cH:16][cH:17][cH:18][c:19]3[cH:20][cH:21]2)[n:5][c:6]2[n:7]1[cH:8][cH:9][cH:10][cH:11]2>>[CH2:2]([c:3]1[c:4](-[c:12]2[c:13]([C:22](=[O:23])[O:24][CH3:25])[c:14]3[cH:15][cH:16][cH:17][cH:18][c:19]3[cH:20][cH:21]2)[n:5][c:6]2[n:7]1[cH:8][cH:9][cH:10][cH:11]2)[c:29]1[c:28]2[c:27]([CH3:26])[cH:35][cH:34][cH:33][c:32]2[nH:31][cH:30]1. The reactants are CCOC1CC2(C)C(CCC3C4CC=C(C(C)=O)C4(C)CC(=O)C32)CC1O, [Cl-], [I-], [Li]C, [NH4+], C1CCOC1. Product: CCOC1CC2(C)C(CCC3C4CC(C)C(C(C)=O)C4(C)CC(=O)C32)CC1O. As a reaction SMILES: [CH2:4]([CH3:5])[O:6][CH:7]1[CH:8]([OH:30])[CH2:9][CH:10]2[CH2:11][CH2:12][CH:13]3[CH:14]4[CH2:15][CH:16]=[C:17]([C:18]([CH3:19])=[O:20])[C:21]4([CH3:29])[CH2:22][C:23](=[O:28])[CH:24]3[C:25]2([CH3:27])[CH2:26]1.[Cl-:31].[I-:3].[Li:1][CH3:2].[NH4+:32].[O:33]1[CH2:34][CH2:35][CH2:36][CH2:37]1>>[CH3:2][CH:16]1[CH2:15][CH:14]2[CH:13]3[CH2:12][CH2:11][CH:10]4[CH2:9][CH:8]([OH:30])[CH:7]([O:6][CH2:4][CH3:5])[CH2:26][C:25]4([CH3:27])[CH:24]3[C:23](=[O:28])[CH2:22][C:21]2([CH3:29])[CH:17]1[C:18]([CH3:19])=[O:20]. The reactants are BrCCBr, COC(=O)C(I)=CC(C)C, CS(=O)(=O)c1ccc(Br)cc1, C[Si](C)(C)Cl, [Cl-], [NH4+], C1CCOC1, [Zn], c1ccc(P(c2ccccc2)c2ccccc2)cc1. Reaction SMILES: [Br:1][CH2:2][CH2:3][Br:4].[CH3:10][O:11][C:12]([C:13](=[CH:14][CH:15]([CH3:16])[CH3:17])[I:18])=[O:19].[CH3:39][S:40](=[O:41])(=[O:42])[c:43]1[cH:44][cH:45][c:46]([Br:49])[cH:47][cH:48]1.[CH3:5][Si:6]([Cl:7])([CH3:8])[CH3:9].[Cl-:50].[NH4+:51].[O:52]1[CH2:53][CH2:54][CH2:55][CH2:56]1.[Zn:57].[c:20]1([P:21]([c:22]2[cH:23][cH:24][cH:25][cH:26][cH:27]2)[c:28]2[cH:29][cH:30][cH:31][cH:32][cH:33]2)[cH:34][cH:35][cH:36][cH:37][cH:38]1>>[CH3:10][O:11][C:12]([C:13](=[CH:14][CH:15]([CH3:16])[CH3:17])[c:46]1[cH:45][cH:44][c:43]([S:40]([CH3:39])(=[O:41])=[O:42])[cH:48][cH:47]1)=[O:19]. Product: COC(=O)C(=CC(C)C)c1ccc(S(C)(=O)=O)cc1. The reactants are C(C)(=O)OC(C)=O (Acetic anhydride), C(C1=CC=CC=C1)OC(=O)N1[C@H](C(N(CC1)[C@@H](CCN1C[C@H](C2(CC2)CC1)O)CO)=O)C ((S)-4-[(S)-3-((S)-4-hydroxy-6-aza-spiro[2.5]oct-6-yl)-1-hydroxymethyl-propyl]-2-methyl-3-oxo-piperazine-1-carboxylic acid benzyl ester), C(C1=CC=CC=C1)OC(=O)N1[C@H](C(N(CC1)[C@@H](CCN1C[C@H](C2(CC2)CC1)O)CO)=O)C ((S)-4-[(S)-3-((S)-4-hydroxy-6-aza-spiro[2.5]oct-6-yl)-1-hydroxymethyl-propyl]-2-methyl-3-oxo-piperazine-1-carboxylic acid benzyl ester), N1=CC=CC=C1 (pyridine), C(C)NCC (diethylamine). Yields the product C(C1=CC=CC=C1)OC(=O)N1[C@H](C(N(CC1)[C@@H](CCN1C[C@H](C2(CC2)CC1)O)COC(C)=O)=O)C ((S)-4-[(S)-1-Acetoxymethyl-3-((S)-4-hydroxy-6-aza-spiro[2.5]oct-6-yl)-propyl]-2-methyl-3-oxo-piperazine-1-carboxylic acid benzyl ester). Yield: 71.5%. Reaction SMILES: [C:1](OC(=O)C)(=[O:3])[CH3:2].[CH2:8]([O:15][C:16]([N:18]1[CH2:23][CH2:22][N:21]([C@H:24]([CH2:36][OH:37])[CH2:25][CH2:26][N:27]2[CH2:34][CH2:33][C:30]3([CH2:32][CH2:31]3)[C@H:29]([OH:35])[CH2:28]2)[C:20](=[O:38])[C@@H:19]1[CH3:39])=[O:17])[C:9]1[CH:14]=[CH:13][CH:12]=[CH:11][CH:10]=1.N1C=CC=CC=1.C(NCC)C>>[CH2:8]([O:15][C:16]([N:18]1[CH2:23][CH2:22][N:21]([C@H:24]([CH2:36][O:37][C:1](=[O:3])[CH3:2])[CH2:25][CH2:26][N:27]2[CH2:34][CH2:33][C:30]3([CH2:32][CH2:31]3)[C@H:29]([OH:35])[CH2:28]2)[C:20](=[O:38])[C@@H:19]1[CH3:39])=[O:17])[C:9]1[CH:10]=[CH:11][CH:12]=[CH:13][CH:14]=1. Reported procedure: Acetic anhydride (42 mg, 0.41 mmol) was added at 0° C. to a solution of (S)-4-[(S)-3-((S)-4-hydroxy-6-aza-spiro[2.5]oct-6-yl)-1-hydroxymethyl-propyl]-2-methyl-3-oxo-piperazine-1-carboxylic acid benzyl ester (intermediate 39; 182 mg, 0.41 mmol) and pyridine (32 mg, 0.41 mmol). The ice bath was removed, then after 16 h excess reagent was destroyed by addition of diethylamine (15 mg, 0.21 mmol). After evaporation of volatile material, chromatography (SiO2; dichloromethane to dichloromethane/methano...